describe an organic reaction: reactants, conditions, products, and yield From a dataset of the Open Reaction Database (ORD), a public repository of structured organic reaction records. The reactants are ClCl (chlorine), C(C)(C)(C)OC(=O)NCCC[C@@H](C1=NC2=C(N1)C=CC(=C2)Cl)NC(C2=CC(=C(C=C2)C(=O)N2CCCC2)C)=O ((S)—N-[4-(tert-butoxycarbonylamino)-1-(5-chloro-1H-benzimidazol-2-yl)butyl]-3-methyl-4-(pyrrolidin-1-ylcarbonyl)benzamide), FC(C(=O)O)(F)F (trifluoroacetic acid), ClCl (chlorine), C24H28ClN5O2. The solvent is ClCCl.CO (dichloromethane methanol). The product is NCCC[C@@H](C1=NC2=C(N1)C=CC(=C2)Cl)NC(C2=CC(=C(C=C2)C(=O)N2CCCC2)C)=O (N-[(1S)-4-amino-1-(5-chloro-1H-benzimidazol-2-yl)butyl]-3-methyl-4-(pyrrolidin-1-ylcarbonyl)benzamide). Yield: 54.0%. RXN SMILES: C(OC([NH:8][CH2:9][CH2:10][CH2:11][C@H:12]([NH:23][C:24](=[O:39])[C:25]1[CH:30]=[CH:29][C:28]([C:31]([N:33]2[CH2:37][CH2:36][CH2:35][CH2:34]2)=[O:32])=[C:27]([CH3:38])[CH:26]=1)[C:13]1[NH:17][C:16]2[CH:18]=[CH:19][C:20]([Cl:22])=[CH:21][C:15]=2[N:14]=1)=O)(C)(C)C.FC(F)(F)C(O)=O.ClCl>ClCCl.CO>[NH2:8][CH2:9][CH2:10][CH2:11][C@H:12]([NH:23][C:24](=[O:39])[C:25]1[CH:30]=[CH:29][C:28]([C:31]([N:33]2[CH2:34][CH2:35][CH2:36][CH2:37]2)=[O:32])=[C:27]([CH3:38])[CH:26]=1)[C:13]1[NH:17][C:16]2[CH:18]=[CH:19][C:20]([Cl:22])=[CH:21][C:15]=2[N:14]=1 |f:3.4|. Reported procedure: Prepared analogously to Example 17 from (S)—N-[4-(tert-butoxycarbonylamino)-1-(5-chloro-1H-benzimidazol-2-yl)butyl]-3-methyl-4-(pyrrolidin-1-ylcarbonyl)benzamide and trifluoroacetic acid. Yield: 54%; Rf value: 0.21 (silica gel; dichloromethane/methanol=9:1); C24H28ClN5O2 (453.97); mass spectrum: (M+H)+=454/456 (chlorine isotope) and (M−H)-=452/454 (chlorine isotope).